From a dataset of the Open Reaction Database (ORD), a public repository of structured organic reaction records. describe an organic reaction: reactants, conditions, products, and yield The reactants are COc1ccc(C=O)cc1, CN(C)C1CCN(c2ccc(-c3noc(CN)n3)cc2)C1. Product: COc1ccc(CNCc2nc(-c3ccc(N4CCC(N(C)C)C4)cc3)no2)cc1. As a reaction SMILES: [CH:22]([c:23]1[cH:24][cH:25][c:26]([O:29][CH3:30])[cH:27][cH:28]1)=[O:31].[NH2:1][CH2:2][c:3]1[n:4][c:5](-[c:8]2[cH:9][cH:10][c:11]([N:14]3[CH2:15][CH:16]([N:19]([CH3:20])[CH3:21])[CH2:17][CH2:18]3)[cH:12][cH:13]2)[n:6][o:7]1>>[NH:1]([CH2:2][c:3]1[n:4][c:5](-[c:8]2[cH:9][cH:10][c:11]([N:14]3[CH2:15][CH:16]([N:19]([CH3:20])[CH3:21])[CH2:17][CH2:18]3)[cH:12][cH:13]2)[n:6][o:7]1)[CH2:22][c:23]1[cH:24][cH:25][c:26]([O:29][CH3:30])[cH:27][cH:28]1. Reactants: C(C)(C)(C)C1=CC(=CC=2N=C(NC21)C(F)(F)F)[N+](=O)[O-] (4-tert-Butyl-6-nitro-2-trifluoromethylbenzimidazole), [H][H] (hydrogen). The reagents and catalysts are [Pt]=O (platinum oxide). Run in C(C)O (ethanol). Yields the product C(C)(C)(C)C1=CC(=CC=2N=C(NC21)C(F)(F)F)N (4-tert-butyl-6-amino-2-trifluoromethylbenzimidazole). The yield is 160.0%. Reaction SMILES: [C:1]([C:5]1[C:13]2[NH:12][C:11]([C:14]([F:17])([F:16])[F:15])=[N:10][C:9]=2[CH:8]=[C:7]([N+:18]([O-])=O)[CH:6]=1)([CH3:4])([CH3:3])[CH3:2].[H][H]>C(O)C.[Pt]=O>[C:1]([C:5]1[C:13]2[NH:12][C:11]([C:14]([F:17])([F:15])[F:16])=[N:10][C:9]=2[CH:8]=[C:7]([NH2:18])[CH:6]=1)([CH3:4])([CH3:2])[CH3:3]. Procedure details: 4-tert-Butyl-6-nitro-2-trifluoromethylbenzimidazole (6.0 grams of crude) was dissolved in 100 milliliters of ethanol and a small amount of platinum oxide was added. The reaction mixture was then placed in a pressure container and hydrogenated until hydrogen uptake ceased. The reaction mixture was filtered and solvent removed to yield 8.6 grams of crude 4-tert-butyl-6-amino-2-trifluoromethylbenzimidazole, as a brown oil. Reactants: Cc1ccccc1, O=[N+]([O-])c1cc(Cl)cnc1Cl, CC1CN(C(=O)CO)C(C)CN1Cc1ccc(F)cc1, [H-], [Na+]. The product is CC1CN(C(=O)COc2ncc(Cl)cc2[N+](=O)[O-])C(C)CN1Cc1ccc(F)cc1. Reaction SMILES: [CH3:34][c:35]1[cH:36][cH:37][cH:38][cH:39][cH:40]1.[Cl:23][c:24]1[n:25][cH:26][c:27]([Cl:33])[cH:28][c:29]1[N+:30](=[O:31])[O-:32].[F:1][c:2]1[cH:3][cH:4][c:5]([CH2:6][N:7]2[CH2:8][CH:9]([CH3:18])[N:10]([C:14]([CH2:15][OH:16])=[O:17])[CH2:11][CH:12]2[CH3:13])[cH:19][cH:20]1.[H-:21].[Na+:22]>>[F:1][c:2]1[cH:3][cH:4][c:5]([CH2:6][N:7]2[CH2:8][CH:9]([CH3:18])[N:10]([C:14]([CH2:15][O:16][c:24]3[n:25][cH:26][c:27]([Cl:33])[cH:28][c:29]3[N+:30](=[O:31])[O-:32])=[O:17])[CH2:11][CH:12]2[CH3:13])[cH:19][cH:20]1. The reactants are ClCCC(=O)N1C2=C(NC(C3=C1C=CC=C3)=O)C=CC=N2 (11-(3-chloropropionyl)-5,11-dihydro-6H-pyrido [2,3-b]-[1,4]benzodiazepin-6-one), CC1NCCCC1 (2-methylpiperidine). The solvent is C(C)(C)O (isopropanol). Yields the product CC1N(CCCC1)CCC(=O)N1C2=C(NC(C3=C1C=CC=C3)=O)C=CC=N2 (5,11-Dihydro-11-[3-(2-methylpiperidino)propionyl]-6H-pyrido-[2,3-b][1,4]benzodiazepin-6-one). RXN SMILES: Cl[CH2:2][CH2:3][C:4]([N:6]1[C:12]2[CH:13]=[CH:14][CH:15]=[CH:16][C:11]=2[C:10](=[O:17])[NH:9][C:8]2[CH:18]=[CH:19][CH:20]=[N:21][C:7]1=2)=[O:5].[CH3:22][CH:23]1[CH2:28][CH2:27][CH2:26][CH2:25][NH:24]1>C(O)(C)C>[CH3:22][CH:23]1[CH2:28][CH2:27][CH2:26][CH2:25][N:24]1[CH2:2][CH2:3][C:4]([N:6]1[C:12]2[CH:13]=[CH:14][CH:15]=[CH:16][C:11]=2[C:10](=[O:17])[NH:9][C:8]2[CH:18]=[CH:19][CH:20]=[N:21][C:7]1=2)=[O:5]. Procedure details: 16 gm of 11-(3-chloropropionyl)-5,11-dihydro-6H-pyrido [2,3-b]-[1,4]benzodiazepin-6-one were, after addition of 20 ml of 2-methylpiperidine, refluxed for 1 hour in 200 ml of isopropanol, and the reaction mixture was then evaporated in vacuo to dryness. The residue was admixed with water, the mixture was made alkaline by addition of ammonia and extracted with chloroform. The evaporation residue of the chloroform extract was purified on a silica gel column. The eluate was then evaporated in vacuo ... The reactants are BrBr (Bromine), CC1(OC2=C(C1C1=CC=C(C=C1)C)C(=CC(=C2C)C)C)C (2,2,4,6,7-pentamethyl-3-(4-methylphenyl)-2,3-dihydro-1-benzofuran), C(C)(=O)[O-].[Na+] (sodium acetate), C(C)#N (acetonitrile). The solvent is O (water). Conditions: temperature 5 celsius, time 1 hour. The product is BrC=1C(=C(C2=C(C(C(O2)(C)C)C2=CC=C(C=C2)C)C1C)C)C (5-bromo-2,2,4,6,7-pentamethyl-3-(4-methylphenyl)-2,3-dihydro-1-benzofuran). The yield is 94.2%. RXN SMILES: [Br:1]Br.[CH3:3][C:4]1([CH3:23])[CH:8]([C:9]2[CH:14]=[CH:13][C:12]([CH3:15])=[CH:11][CH:10]=2)[C:7]2[C:16]([CH3:22])=[CH:17][C:18]([CH3:21])=[C:19]([CH3:20])[C:6]=2[O:5]1.C([O-])(=O)C.[Na+].C(#N)C>O>[Br:1][C:17]1[C:18]([CH3:21])=[C:19]([CH3:20])[C:6]2[O:5][C:4]([CH3:23])([CH3:3])[CH:8]([C:9]3[CH:10]=[CH:11][C:12]([CH3:15])=[CH:13][CH:14]=3)[C:7]=2[C:16]=1[CH3:22] |f:2.3|. Procedure details: Bromine (29.3 mL) was added dropwise to a mixture of 2,2,4,6,7-pentamethyl-3-(4-methylphenyl)-2,3-dihydro-1-benzofuran (145 g), sodium acetate (50.9 g) and acetonitrile (2175 mL) at 0 to 5° C. The mixture was stirred at 0 to 10° C. for 1 hour and water (725 mL) was added thereto. Precipitated crystals were filtered to obtain the title the compound (175 g, 94.2%). Starting materials: CC1=C(C=CC=C1)[Mg]Br (2-Methylphenylmagnesium bromide), ClC1=C2C=C(CC2=CC=C1)C(C)C (4-Chloro-2-isopropylindene). Reagents/catalysts: Cl[Ni]([P](C1=CC=CC=C1)(C2=CC=CC=C2)C3=CC=CC=C3)([P](C4=CC=CC=C4)(C5=CC=CC=C5)C6=CC=CC=C6)Cl (NiCl2(PPh3)2). The solvent is CCOCC (Et2O), CCOCC (Et2O). Reaction conditions: time 8 hour. Product: CC1=C(C=CC=C1)C1=C2C=C(CC2=CC=C1)C(C)C (4-(2-methylphenyl)-2-isopropylindene). Reaction SMILES: Cl[C:2]1[CH:10]=[CH:9][CH:8]=[C:7]2[C:3]=1[CH:4]=[C:5]([CH:11]([CH3:13])[CH3:12])[CH2:6]2.[CH3:14][C:15]1[CH:20]=[CH:19][CH:18]=[CH:17][C:16]=1[Mg]Br>CCOCC.Cl[Ni](Cl)([P](C1C=CC=CC=1)(C1C=CC=CC=1)C1C=CC=CC=1)[P](C1C=CC=CC=1)(C1C=CC=CC=1)C1C=CC=CC=1>[CH3:14][C:15]1[CH:20]=[CH:19][CH:18]=[CH:17][C:16]=1[C:2]1[CH:10]=[CH:9][CH:8]=[C:7]2[C:3]=1[CH:4]=[C:5]([CH:11]([CH3:13])[CH3:12])[CH2:6]2 |^1:30,49|. Procedure: 4-Chloro-2-isopropylindene (9.8 g, 51 mmol) and NiCl2(PPh3)2 (1.8 g, 2.8 mmol) are dissolved in 150 mL of Et2O. 2-Methylphenylmagnesium bromide (51 mmol) as an Et2O solution was added to the solution and the reaction was stirred overnight at room temperature. After overnight stirring, the reaction was slowly quenched with H2O to neutralize unreacted Grignard. The solution was subsequently treated with 100 mL of 10% HCl(aq) and neutralized with saturated sodium bicarbonate aqueous solution. The o... Reactants: BrC1=CN=C2N1C=CC(=N2)C(C)(OC)OC (3-Bromo-7-(1,1-dimethoxyethyl)imidazo[1,2-α]pyrimidine), FC1=C(C=C(C=C1)B(O)O)C=1C=NC=CC1 (4-fluoro-3-(pyridin-3-yl)benzeneboronic acid). The product is COC(C)(OC)C1=NC=2N(C=C1)C(=CN2)C2=CC(=C(C=C2)F)C=2C=NC=CC2 (7-(1,1-dimethoxyethyl)-3-[4-fluoro-3-(pyridin-3-yl)phenyl]imidazo[1,2-α]pyrimidine). Reaction SMILES: Br[C:2]1[N:6]2[CH:7]=[CH:8][C:9]([C:11]([O:15][CH3:16])([O:13][CH3:14])[CH3:12])=[N:10][C:5]2=[N:4][CH:3]=1.[F:17][C:18]1[CH:23]=[CH:22][C:21](B(O)O)=[CH:20][C:19]=1[C:27]1[CH:28]=[N:29][CH:30]=[CH:31][CH:32]=1>>[CH3:14][O:13][C:11]([C:9]1[CH:8]=[CH:7][N:6]2[C:2]([C:21]3[CH:22]=[CH:23][C:18]([F:17])=[C:19]([C:27]4[CH:28]=[N:29][CH:30]=[CH:31][CH:32]=4)[CH:20]=3)=[CH:3][N:4]=[C:5]2[N:10]=1)([O:15][CH3:16])[CH3:12]. Procedure: 3-Bromo-7-(1,1-dimethoxyethyl)imidazo[1,2-α]pyrimidine was coupled with 4-fluoro-3-(pyridin-3-yl)benzeneboronic acid as described in Example 65 to give 7-(1,1-dimethoxyethyl)-3-[4-fluoro-3-(pyridin-3-yl)phenyl]imidazo[1,2-α]pyrimidine as an orange foam. This was dissolved in 2.5N hydrochloric acid and stirred at 50° C. for 15 h. After cooling to ambient temperature the reaction was neutralised by addition of solid sodium hydrogencarbonate and the resulting solid collected by filtration. The soli...